describe an organic reaction: reactants, conditions, products, and yield From a dataset of the Open Reaction Database (ORD), a public repository of structured organic reaction records. Reactants: COC=1C=C(C(=O)O)C=CC1C1=NC=CC=C1 (3-Methoxy-4-pyridin-2-yl benzoic acid), NC1=CC(=CC=C1O)C (2-amino-p-cresol), C[Si](C)(C)OP(=O)=O (trimethylsilyl polyphosphate), C(=O)(O)[O-].[Na+] (NaHCO3). The solvent is O (water). Yields the product COC=1C=C(C=CC1C1=NC=CC=C1)C=1OC2=C(N1)C=C(C=C2)C (2-(3-methoxy-4-pyridin-2-ylphenyl)-5-methyl-1,3-benzoxazole). As a reaction SMILES: [CH3:1][O:2][C:3]1[CH:4]=[C:5]([CH:9]=[CH:10][C:11]=1[C:12]1[CH:17]=[CH:16][CH:15]=[CH:14][N:13]=1)[C:6]([OH:8])=O.[NH2:18][C:19]1[C:24](O)=[CH:23][CH:22]=[C:21]([CH3:26])[CH:20]=1.C[Si](OP(=O)=O)(C)C.C([O-])(O)=O.[Na+]>O>[CH3:1][O:2][C:3]1[CH:4]=[C:5]([C:6]2[O:8][C:24]3[CH:23]=[CH:22][C:21]([CH3:26])=[CH:20][C:19]=3[N:18]=2)[CH:9]=[CH:10][C:11]=1[C:12]1[CH:17]=[CH:16][CH:15]=[CH:14][N:13]=1 |f:3.4|. Procedure: 3-Methoxy-4-pyridin-2-yl benzoic acid (490 mg, 2.1 mmol), 2-amino-p-cresol (527 mg, 4.28 mmol) and trimethylsilyl polyphosphate (2 mL) was refluxed overnight under argon. Added water (100 mL) to the cooled reaction mixture and basified to pH 8 (solid NaHCO3). Extracted with EtOAc (3×60 mL), dried (Na2SO4) and concentrated in vacuo. The resulting yellow residue was purified by flash chromatography using a gradient elution of 1:9 EtOAc:hexanes to 1:4 EtOAc:hexanes to give the desired compound, 2-(... Starting materials: Cl, [Na+], [OH-], CCOC(=O)c1cnc2c(C)c(OC)ccc2c1O. Product: COc1ccc2c(O)ccnc2c1C. Reaction SMILES: [ClH:20].[Na+:22].[OH-:21].[OH:1][c:2]1[c:3]([C:15]([O:16][CH2:17][CH3:18])=[O:19])[cH:4][n:5][c:6]2[c:7]([CH3:14])[c:8]([O:12][CH3:13])[cH:9][cH:10][c:11]12>>[OH:1][c:2]1[cH:3][cH:4][n:5][c:6]2[c:7]([CH3:14])[c:8]([O:12][CH3:13])[cH:9][cH:10][c:11]12.